This data is from the Open Reaction Database (ORD), a public repository of structured organic reaction records. The task is: describe an organic reaction: reactants, conditions, products, and yield The reactants are ClC1=CC=C(C=C1)C1(NS(NC1C1=CC=C(C=C1)Cl)(=O)=O)C (rac-(3R*,4S*)-3,4-bis(4-chlorophenyl)-3-methyl-1,2,5-thiadiazolidine-1,1-dioxide), C1(=CC=CC=C1)O (phenol). The solvent is Br (hydrobromic acid), C(C)(=O)O (acetic acid). Reaction conditions: temperature 130 celsius, time 40 minute. Yields the product ClC1=CC=C(C=C1)C(C(C)(N)C1=CC=C(C=C1)Cl)N (rac-(1R*,2S*)-1,2-Bis-(4-chloro-phenyl)-propane-1,2-diamine). Yield: 50.8%. RXN SMILES: [Cl:1][C:2]1[CH:7]=[CH:6][C:5]([C:8]2([CH3:22])[CH:12]([C:13]3[CH:18]=[CH:17][C:16]([Cl:19])=[CH:15][CH:14]=3)[NH:11]S(=O)(=O)[NH:9]2)=[CH:4][CH:3]=1.C1(O)C=CC=CC=1>Br.C(O)(=O)C>[Cl:19][C:16]1[CH:17]=[CH:18][C:13]([CH:12]([NH2:11])[C:8]([C:5]2[CH:4]=[CH:3][C:2]([Cl:1])=[CH:7][CH:6]=2)([NH2:9])[CH3:22])=[CH:14][CH:15]=1. Reported procedure: A suspension of rac-(3R*,4S*)-3,4-bis(4-chlorophenyl)-3-methyl-1,2,5-thiadiazolidine-1,1-dioxide (3.71 g, 10.4 mmol) and phenol (4.86 g, 52 mmol) in 48% hydrobromic acid (13.56 mL) and acetic acid (46.44 mL) was stirred at 130° C. for 40 min (reaction progress monitored by TLC), then allowed to cool to room temperature. The crude reaction mixture was partitioned between ethyl acetate and water, and the aqueous phase washed twice with ethyl acetate. The aqueous phase was then made basic by the sl... Reaction SMILES: [CH2:1]([C@@H:8]1[NH:13][CH2:12][CH2:11][N:10]([C:14]2[CH:19]=[CH:18][C:17]([O:20][CH3:21])=[C:16]([O:22][CH:23]3[CH2:27][CH2:26][CH2:25][CH2:24]3)[CH:15]=2)[CH2:9]1)[C:2]1[CH:7]=[CH:6][CH:5]=[CH:4][CH:3]=1.[N+:28]([C:31]1[NH:35][N:34]=[C:33]([CH2:36][C:37](O)=[O:38])[N:32]=1)([O-:30])=[O:29]>>[CH2:1]([C@H:8]1[CH2:9][N:10]([C:14]2[CH:19]=[CH:18][C:17]([O:20][CH3:21])=[C:16]([O:22][CH:23]3[CH2:27][CH2:26][CH2:25][CH2:24]3)[CH:15]=2)[CH2:11][CH2:12][N:13]1[C:37](=[O:38])[CH2:36][C:33]1[N:32]=[C:31]([N+:28]([O-:30])=[O:29])[NH:35][N:34]=1)[C:2]1[CH:3]=[CH:4][CH:5]=[CH:6][CH:7]=1. Reactants: C(C1=CC=CC=C1)[C@H]1CN(CCN1)C1=CC(=C(C=C1)OC)OC1CCCC1 ((S)-3-benzyl-1-(3-cyclopentyloxy-4-methoxy-phenyl)-piperazine), [N+](=O)([O-])C1=NC(=NN1)CC(=O)O ((5-nitro-1H-[1,2,4]triazol-3-yl)-acetic acid). Yields the product C(C1=CC=CC=C1)[C@@H]1N(CCN(C1)C1=CC(=C(C=C1)OC)OC1CCCC1)C(CC1=NNC(=N1)[N+](=O)[O-])=O ((S)-1-[2-Benzyl-4-(3-cyclopentyloxy-4-methoxy-phenyl)-piperazin-1-yl]-2-(5-nitro-1H-[1,2,4]triazol-3-yl)-ethanone). Reported procedure: Prepared using the same procedure described in Example 189 from (S)-3-benzyl-1-(3-cyclopentyloxy-4-methoxy-phenyl)-piperazine and (5-nitro-1H-[1,2,4]triazol-3-yl)-acetic acid to afford (S)-1-[2-Benzyl-4-(3-cyclopentyloxy-4-methoxy-phenyl)-piperazin-1-yl]-2-(5-nitro-1H-[1,2,4]triazol-3-yl)-ethanone as white solid (58 mg). The resulting nitrotriazole was reduced with 10% Pd/C under 1 atm of hydrogen in MeOH to afford the title compound as an off-white solid (15 mg, 39% overall). LC/MS (Method B) 2... Starting materials: Cl(=O)(=O)(=O)[O-].[Li+] (lithium perchlorate), C[Mg]Br (methyl magnesium bromide), CCOCC (ether), ice, OS(=O)(=O)O (H2SO4), CC1(CC(SC2=CC=C(C=C12)Br)=O)C (4,4-dimethyl-6-bromo-2-oxo-thiochroman), CC1(CC(SC2=CC=C(C=C12)Br)=O)C (4,4-dimethyl-6-bromo-2-oxo-thiochroman). Yields the product BrC1=CC(=C(C=C1)S)C(CC(C)(O)C)(C)C (4-Bromo-2-(1,1,3-trimethyl-3-hydroxybutyl) thiophenol). Reaction SMILES: Cl([O-])(=O)(=O)=O.[Li+].[CH3:7][Mg]Br.[CH3:10][C:11]1([CH3:23])[C:20]2[C:15](=[CH:16][CH:17]=[C:18]([Br:21])[CH:19]=2)[S:14]C(=O)[CH2:12]1.OS(O)(=O)=O.CC[O:31][CH2:32][CH3:33]>>[Br:21][C:18]1[CH:17]=[CH:16][C:15]([SH:14])=[C:20]([C:11]([CH3:12])([CH3:23])[CH2:10][C:32]([CH3:33])([OH:31])[CH3:7])[CH:19]=1 |f:0.1|. Reported procedure: To 3.49 g (32.8 mmol) of lithium perchlorate was added under argon 35 ml of 3.0M (105 mmol) methyl magnesium bromide in ether. The above mixture was treated dropwise with stirring with a solution of 2.961 g (10.926 mmol) of 4,4-dimethyl-6-bromo-2-oxo-thiochroman (Compound 70) and the reaction mixture was then heated at reflux for 70 h. The reaction mixture was then allowed to cool and poured onto a mixture of 100 g of ice and 8 ml of conc. H2SO4. The organic layer was separated and the aqueous l... Reported procedure: To a solution of 6-bromo-7-fluoro-2-phenylchroman-4-one (400 mg, 1.25 mmol) in DCM (10 mL) was added TiCl4 (2.5 mL, 1 M in CH2Cl2) dropwise within 15 minutes at room temperature. After stirring for 1 h, N,N′-methanediylidenebis(1,1,1-trimethylsilanamine) (0.62 mL, 2.75 mmol) was added dropwise. The mixture was stirred at room temperature overnight and poured into ice-water (50 g). The aqueous layer was extracted with CH2Cl2, which was combined with the organic layer. The organic layer was dried ... Conditions: time 1 hour. The yield is 75.8%. Run in C(Cl)Cl (DCM). The reactants are BrC=1C=C2C(CC(OC2=CC1F)C1=CC=CC=C1)=O (6-bromo-7-fluoro-2-phenylchroman-4-one), ice water, C(=N[Si](C)(C)C)=N[Si](C)(C)C (N,N′-methanediylidenebis(1,1,1-trimethylsilanamine)). The product is BrC=1C=C2C(CC(OC2=CC1F)C1=CC=CC=C1)=NC#N (N-(6-bromo-7-fluoro-2-phenylchroman-4-ylidene)cyanamide). The reagents and catalysts are Cl[Ti](Cl)(Cl)Cl (TiCl4). Reaction SMILES: [Br:1][C:2]1[CH:3]=[C:4]2[C:9](=[CH:10][C:11]=1[F:12])[O:8][CH:7]([C:13]1[CH:18]=[CH:17][CH:16]=[CH:15][CH:14]=1)[CH2:6][C:5]2=O.[C:20](=[N:26][Si](C)(C)C)=[N:21][Si](C)(C)C>C(Cl)Cl.Cl[Ti](Cl)(Cl)Cl>[Br:1][C:2]1[CH:3]=[C:4]2[C:9](=[CH:10][C:11]=1[F:12])[O:8][CH:7]([C:13]1[CH:18]=[CH:17][CH:16]=[CH:15][CH:14]=1)[CH2:6][C:5]2=[N:26][C:20]#[N:21]. Reactants: Brc1ccc2cccnc2c1, C1COCCO1, Cc1ccncc1N1CCNC1=O, I[Cu]I, [K+], [K+], [K+], NC1CCCCC1N, O=P([O-])([O-])[O-]. Yields the product Cc1ccncc1N1CCN(c2ccc3cccnc3c2)C1=O. RXN SMILES: [Br:14][c:15]1[cH:16][cH:17][c:18]2[cH:19][cH:20][cH:21][n:22][c:23]2[cH:24]1.[CH2:44]1[O:45][CH2:46][CH2:47][O:48][CH2:49]1.[CH3:1][c:2]1[c:3]([N:8]2[C:9](=[O:13])[NH:10][CH2:11][CH2:12]2)[cH:4][n:5][cH:6][cH:7]1.[Cu:41]([I:42])[I:43].[K+:38].[K+:39].[K+:40].[NH2:25][CH:26]1[CH2:27][CH2:28][CH2:29][CH2:30][CH:31]1[NH2:32].[P:33]([O-:34])([O-:35])([O-:36])=[O:37]>>[CH3:1][c:2]1[c:3]([N:8]2[C:9](=[O:13])[N:10]([c:15]3[cH:16][cH:17][c:18]4[cH:19][cH:20][cH:21][n:22][c:23]4[cH:24]3)[CH2:11][CH2:12]2)[cH:4][n:5][cH:6][cH:7]1. The reactants are COC(=O)c1ccc(CBr)cc1, Cl, Cc1c(-c2cccnc2)[nH]c2cc(F)ccc12. Yields the product COC(=O)c1ccc(Cn2c(-c3cccnc3)c(C)c3ccc(F)cc32)cc1. Reaction SMILES: [CH3:19][O:20][C:21]([c:22]1[cH:23][cH:24][c:25]([CH2:28][Br:29])[cH:26][cH:27]1)=[O:30].[ClH:1].[F:2][c:3]1[cH:4][cH:5][c:6]2[c:7]([CH3:18])[c:8](-[c:12]3[cH:13][n:14][cH:15][cH:16][cH:17]3)[nH:9][c:10]2[cH:11]1>>[F:2][c:3]1[cH:4][cH:5][c:6]2[c:7]([CH3:18])[c:8](-[c:12]3[cH:13][n:14][cH:15][cH:16][cH:17]3)[n:9]([CH2:28][c:25]3[cH:24][cH:23][c:22]([C:21]([O:20][CH3:19])=[O:30])[cH:27][cH:26]3)[c:10]2[cH:11]1. Starting materials: [OH-].[K+] (KOH), C(C)(C)(C)OC(=O)N1CCNCC1 (piperazine-1-carboxylic acid tert-butyl ester), ClC1=CC=C(OC=2C=C(C=O)C=CC2)C=C1 (3-(4-chloro-phenoxy)-benzaldehyde), [BH-](OC(=O)C)(OC(=O)C)OC(=O)C.[Na+] (NaB(OAc)3H). Solvent: C1CCOC1 (THF). Run at time 3 hour. Yields the product C(C)(C)(C)OC(=O)N1CCN(CC1)CC1=CC(=CC=C1)OC1=CC=C(C=C1)Cl (4-[3-(4-chloro-phenoxy)-benzyl]-piperazine-1-carboxylic acid tert-butyl ester). Isolated yield 70.0%. RXN SMILES: [C:1]([O:5][C:6]([N:8]1[CH2:13][CH2:12][NH:11][CH2:10][CH2:9]1)=[O:7])([CH3:4])([CH3:3])[CH3:2].[Cl:14][C:15]1[CH:29]=[CH:28][C:18]([O:19][C:20]2[CH:21]=[C:22]([CH:25]=[CH:26][CH:27]=2)[CH:23]=O)=[CH:17][CH:16]=1.[BH-](OC(C)=O)(OC(C)=O)OC(C)=O.[Na+].[OH-].[K+]>C1COCC1>[C:1]([O:5][C:6]([N:8]1[CH2:13][CH2:12][N:11]([CH2:23][C:22]2[CH:25]=[CH:26][CH:27]=[C:20]([O:19][C:18]3[CH:28]=[CH:29][C:15]([Cl:14])=[CH:16][CH:17]=3)[CH:21]=2)[CH2:10][CH2:9]1)=[O:7])([CH3:4])([CH3:2])[CH3:3] |f:2.3,4.5|. Reported procedure: A solution of piperazine-1-carboxylic acid tert-butyl ester (19.6 g, 105 mmol) and 3-(4-chloro-phenoxy)-benzaldehyde (24.4 g, 105 mmol) in THF (90 mL) was treated with NaB(OAc)3H (33.4 g, 158 mmol). After 3 h, the resulting mixture was treated with 10% aq. KOH (500 mL). The aqueous phase was extracted with EtOAc (2×500 mL) then saturated aqueous NaCl (200 mL). The organic extracts were combined, dried (MgSO4) and purified (FCC) to give 4-[3-(4-chloro-phenoxy)-benzyl]-piperazine-1-carboxylic acid... Reactants: NC(CO)(CO)CO (tromethamine), CC1=NC2=C(N1CC1=C(C(=CC=C1)C(F)(F)F)C)C=C(C=C2C(=O)O)N2CCOCC2 (2-methyl-1-{[2-methyl-3-(trifluoromethyl)phenyl]methyl}-6-(4-morpholinyl)-1H-benzimidazole-4-carboxylic acid), NC(CO)(CO)CO (tromethamine). The solvent is CO (methanol). Reaction conditions: temperature 6 celsius, time 3 hour. The product is NC(CO)(CO)CO.CC1=NC2=C(N1CC1=C(C(=CC=C1)C(F)(F)F)C)C=C(C=C2C(=O)O)N2CCOCC2 (2-methyl-1-{[2-methyl-3-(trifluoromethyl)phenyl]methyl}-6-(4-morpholinyl)-1H-benzimidazole-4-carboxylic acid 2-amino-2-(hydroxymethyl)-1,3-propanediol salt). Reaction SMILES: [CH3:1][C:2]1[N:6]([CH2:7][C:8]2[CH:13]=[CH:12][CH:11]=[C:10]([C:14]([F:17])([F:16])[F:15])[C:9]=2[CH3:18])[C:5]2[CH:19]=[C:20]([N:26]3[CH2:31][CH2:30][O:29][CH2:28][CH2:27]3)[CH:21]=[C:22]([C:23]([OH:25])=[O:24])[C:4]=2[N:3]=1.[NH2:32][C:33]([CH2:38][OH:39])([CH2:36][OH:37])[CH2:34][OH:35]>CO>[NH2:32][C:33]([CH2:38][OH:39])([CH2:36][OH:37])[CH2:34][OH:35].[CH3:1][C:2]1[N:6]([CH2:7][C:8]2[CH:13]=[CH:12][CH:11]=[C:10]([C:14]([F:16])([F:15])[F:17])[C:9]=2[CH3:18])[C:5]2[CH:19]=[C:20]([N:26]3[CH2:27][CH2:28][O:29][CH2:30][CH2:31]3)[CH:21]=[C:22]([C:23]([OH:25])=[O:24])[C:4]=2[N:3]=1 |f:3.4|. Reported procedure: To the 2-methyl-1-{[2-methyl-3-(trifluoromethyl)phenyl]methyl}-6-(4-morpholinyl)-1H-benzimidazole-4-carboxylic acid (353.0 mg), methanol (14.0 mL) was added. The slurry was heated to 6° C. and tromethamine (3.0 M solution in water, 1.0 equivalent) was added in four aliquots over 15 minutes followed by the addition of crystalline seeds of crystalline tromethamine salt from batch 1. The slurry was stirred at 60 C for 3 hours, cooled (1 C/min) to 20 C, and stirred at 20 C for 8 hours. The solids we...